This data is from the Open Reaction Database (ORD), a public repository of structured organic reaction records. The task is: describe an organic reaction: reactants, conditions, products, and yield Starting materials: CC(C)([O-])C.[K+] (potassium tert-butoxide), C1(CC1)OC=1C=C(C=CC1OC(F)F)C1=C(C2=C(C=NN(C2=O)COCC[Si](C)(C)C)N1COCC[Si](C)(C)C)C=O (2-(3-cyclopropoxy-4-difluoromethoxyphenyl)-3-formyl-1,5-bis(2-trimethylsilylethoxymethyl)-1,5-dihydropyrrolo[2,3-d]pyridazin-4-one), O1CCCC1 (tetrahydrofuran). The reagents and catalysts are [Br-].C(CCC)[P+](C1=CC=CC=C1)(C1=CC=CC=C1)C1=CC=CC=C1 (butyltriphenylphosphonium bromide). Run at time 30 minute. Yields the product C1(CC1)OC=1C=C(C=CC1OC(F)F)C1=C(C2=C(C=NN(C2=O)COCC[Si](C)(C)C)N1COCC[Si](C)(C)C)C=CCCC (2-(3-Cyclopropoxy-4-difluoromethoxyphenyl)-3-(1-pentenyl)-1,5-bis(2-trimethylsilylethoxymethyl)-1,5-dihydropyrrolo[2,3-d]pyridazin-4-one). Isolated yield 53.0%. Reaction SMILES: CC(C)([O-])C.[K+].[CH:7]1([O:10][C:11]2[CH:12]=[C:13]([C:21]3[N:38]([CH2:39][O:40][CH2:41][CH2:42][Si:43]([CH3:46])([CH3:45])[CH3:44])[C:24]4[CH:25]=[N:26][N:27]([CH2:30][O:31][CH2:32][CH2:33][Si:34]([CH3:37])([CH3:36])[CH3:35])[C:28](=[O:29])[C:23]=4[C:22]=3[CH:47]=O)[CH:14]=[CH:15][C:16]=2[O:17][CH:18]([F:20])[F:19])[CH2:9][CH2:8]1.O1[CH2:53][CH2:52][CH2:51][CH2:50]1>[Br-].C([P+](C1C=CC=CC=1)(C1C=CC=CC=1)C1C=CC=CC=1)CCC>[CH:7]1([O:10][C:11]2[CH:12]=[C:13]([C:21]3[N:38]([CH2:39][O:40][CH2:41][CH2:42][Si:43]([CH3:46])([CH3:45])[CH3:44])[C:24]4[CH:25]=[N:26][N:27]([CH2:30][O:31][CH2:32][CH2:33][Si:34]([CH3:36])([CH3:37])[CH3:35])[C:28](=[O:29])[C:23]=4[C:22]=3[CH:47]=[CH:50][CH2:51][CH2:52][CH3:53])[CH:14]=[CH:15][C:16]=2[O:17][CH:18]([F:19])[F:20])[CH2:9][CH2:8]1 |f:0.1,4.5|. Reported procedure: To 10 ml of tetrahydrofuran solution containing 1.20 g (3.00 mmol) of butyltriphenylphosphonium bromide was added 0.38 g (3.40 mmol) of potassium tert-butoxide under room temperature, and the mixture was stirred at the same temperature for 30 minutes. Then, to the mixture was added 0.62 g (1.00 mmol) of 2-(3-cyclopropoxy-4-difluoromethoxyphenyl)-3-formyl-1,5-bis(2-trimethylsilylethoxymethyl)-1,5-dihydropyrrolo[2,3-d]pyridazin-4-one obtained in the same method as in Example 15-(a), and the mixtur... Reaction SMILES: Cl.[CH3:2][NH:3][CH3:4].[Cl-].C[Al+]C.C(O[C:12]([C:14]1[C:18]([N+:19]([O-:21])=[O:20])=[CH:17][N:16]([CH2:22][CH2:23][O:24][CH3:25])[N:15]=1)=[O:13])C.O>C1(C)C=CC=CC=1>[CH3:2][N:3]([CH3:4])[C:12]([C:14]1[C:18]([N+:19]([O-:21])=[O:20])=[CH:17][N:16]([CH2:22][CH2:23][O:24][CH3:25])[N:15]=1)=[O:13] |f:0.1,2.3|. Yields the product CN(C(=O)C1=NN(C=C1[N+](=O)[O-])CCOC)C (1-(2-Methoxyethyl)-4-nitro-1H-pyrazole-3-carboxylic acid dimethylamide). Starting materials: O (water), Cl.CNC (dimethylamine hydrochloride), C(C)OC(=O)C1=NN(C=C1[N+](=O)[O-])CCOC (1-(2-Methoxyethyl)-4-nitro-1H-pyrazole-3-carboxylic acid ethyl ester), [Cl-].C[Al+]C (Dimethylaluminium chloride). Run at time 10 minute. The solvent is C1(=CC=CC=C1)C (toluene). Procedure details: Under inert gas atmosphere, dimethylamine hydrochloride (73 mg, 0.89 mmol) was dissolved in toluene (1.0 ml). Dimethylaluminium chloride (990 μl, 0.9M heptane solution) was added and the reaction mixture was stirred for 10 min. at ambient temperature. 1-(2-Methoxyethyl)-4-nitro-1H-pyrazole-3-carboxylic acid ethyl ester (70 mg, 0.29 mmol) was added and the reaction mixture was heated to 90° C. overnight. After cooling-down to ambient temperature, a small amount of water was added and the resultin...